describe an organic reaction: reactants, conditions, products, and yield From a dataset of the Open Reaction Database (ORD), a public repository of structured organic reaction records. Reactants: C(C)(C)(C)OC(=O)N[C@@H](CCO)C(=O)OC(C)(C)C (tert-Butyl N-(tert-butoxycarbonyl)-L-homoserinate), N1=CC=CC=C1 (pyridine), Dess-Martin-periodinane. Solvent: ClCCl (dichloromethane), C(C)(=O)OCC (ethyl acetate). Product: C(C)(C)(C)OC(=O)N[C@H](C(=O)OC(C)(C)C)CC=O (tert-Butyl (S)-2-[(tert-butoxycarbonyl)amino]-4-oxobutanoate). Reaction SMILES: [C:1]([O:5][C:6]([NH:8][C@H:9]([C:13]([O:15][C:16]([CH3:19])([CH3:18])[CH3:17])=[O:14])[CH2:10][CH2:11][OH:12])=[O:7])([CH3:4])([CH3:3])[CH3:2].N1C=CC=CC=1>ClCCl.C(OCC)(=O)C>[C:1]([O:5][C:6]([NH:8][C@@H:9]([CH2:10][CH:11]=[O:12])[C:13]([O:15][C:16]([CH3:19])([CH3:18])[CH3:17])=[O:14])=[O:7])([CH3:4])([CH3:3])[CH3:2]. Procedure: To a solution of tert-Butyl N-(tert-butoxycarbonyl)-L-homoserinate (1.00 g, 3.63 mmol) in dichloromethane (50 mL) was added at r.t. pyridine (0.88 mL, 10.9 mmol) and Dess-Martin-periodinane (2.31 g, 5.45 mmol). After 90 min the reaction mixture was diluted with ethyl acetate (40 mL), washed with 10% sodium thiosulphate solution (30 mL), saturated sodium bicarbonate solution (40 mL), and brine (40 mL). The combined aqueous layers were extracted with ethyl acetate (50 mL) and the combined organic ... Reactants: Cc1ccc(F)cc1C(=O)O, Cc1ccc(N)cc1. The reagents and catalysts are C1=CC=C(C=C1)P(=O)(C2=CC=CC=C2)Cl (DPPCI), CCN(C(C)C)C(C)C (DIPEA). Run in CN(C)C=O (DMF), CN(C)C=O (DMF), CN(C)C=O (DMF), CN(C)C=O (DMF), CN(C)C=O (DMF), CN(C)C=O (DMF). Reaction conditions: temperature 25 celsius, time 2 hour. Product: Cc1ccc(NC(=O)c2cc(F)ccc2C)cc1. The yield is 19.4%. Reaction SMILES: Cc1ccc(N)cc1.Cc1ccc(F)cc1C(=O)O.C1=CC=C(C=C1)P(=O)(C2=CC=CC=C2)Cl.CCN(C(C)C)C(C)C.CN(C)C=O>>Cc1ccc(NC(=O)c2cc(F)ccc2C)cc1. Reactants: FC1=C(C=CC(=C1)F)[N+](=O)[O-] (2,4-difluoro-1-nitrobenzene), [NH4+].[Cl-] (NH4Cl), CC(C)([O-])C.[K+] (Potassium tert-butoxide), NC=1C=NC=C(C1)F (3-amino-5-fluoropyridine). Run in C1CCOC1 (THF), C1CCOC1 (THF). Conditions: temperature 0 celsius, time 45 minute. The product is FC=1C=CC(=C(C1)NC=1C=NC=C(C1)F)[N+](=O)[O-] ((5-Fluoro-2-nitrophenyl)-(5-fluoropyridin-3-yl)amine). Isolated yield 58.0%. As a reaction SMILES: CC(C)([O-])C.[K+].[NH2:7][C:8]1[CH:9]=[N:10][CH:11]=[C:12]([F:14])[CH:13]=1.F[C:16]1[CH:21]=[C:20]([F:22])[CH:19]=[CH:18][C:17]=1[N+:23]([O-:25])=[O:24].[NH4+].[Cl-]>C1COCC1>[F:22][C:20]1[CH:19]=[CH:18][C:17]([N+:23]([O-:25])=[O:24])=[C:16]([NH:7][C:8]2[CH:9]=[N:10][CH:11]=[C:12]([F:14])[CH:13]=2)[CH:21]=1 |f:0.1,4.5|. Procedure details: Alternative procedure: Potassium tert-butoxide (28.1 g, 0.25 mol) was added, in 2 portions, to a stirred solution of 3-amino-5-fluoropyridine (14.0 g, 0.125 mol) in anhydrous THF (400 mL) under a nitrogen atmosphere at 0° C. After 45 min stirring at 0° C., the resulting dark purple solution was transferred by cannula to a stirred solution of 2,4-difluoro-1-nitrobenzene (13.8 mL, 0.125 mol) in anhydrous THF (100 mL), at 0° C., over a period of 20 min. The resulting mixture was stirred for a furth... Starting materials: ClC1=CC=C(C=C1)C(C#N)C1=CC=C(C=C1)Cl (2,2-bis(4-chlorophenyl)acetonitrile), maleate salt, maleate salt, [H-].[Na+] (sodium hydride), Cl.ClCC=1N=CNC1 (4-chloromethylimidazole hydrochloride). Run in CN(C=O)C (dimethylformamide). Conditions: temperature 60 celsius, time 2 hour. Yields the product N1C=NC(=C1)CC(C#N)(C1=CC=C(C=C1)Cl)C1=CC=C(C=C1)Cl (3-(imidazol-4-yl)-2,2-bis(4-chlorophenyl)-propanenitrile). RXN SMILES: [Cl:1][C:2]1[CH:7]=[CH:6][C:5]([CH:8]([C:11]2[CH:16]=[CH:15][C:14]([Cl:17])=[CH:13][CH:12]=2)[C:9]#[N:10])=[CH:4][CH:3]=1.[H-].[Na+].Cl.Cl[CH2:22][C:23]1[N:24]=[CH:25][NH:26][CH:27]=1>CN(C)C=O>[NH:26]1[CH:27]=[C:23]([CH2:22][C:8]([C:11]2[CH:12]=[CH:13][C:14]([Cl:17])=[CH:15][CH:16]=2)([C:5]2[CH:6]=[CH:7][C:2]([Cl:1])=[CH:3][CH:4]=2)[C:9]#[N:10])[N:24]=[CH:25]1 |f:1.2,3.4|. Reported procedure: As described in Example 1, 7.26 g. of 2,2-bis(4-chlorophenyl)acetonitrile, 1.33 g. of 50% sodium hydride and 2.12 g. of 4-chloromethylimidazole hydrochloride were reacted in 50 ml. of dimethylformamide. The mixture was stirred for 2 hours at 60° C. and then 21 hours at ambient temperature. The solvent was then evaporated off under vacuum and the reaction mixture was worked up as described in Example 1 to obtain 5.2 g. of the free base named above, which was converted to the maleate salt and crys... Solvent: C(C)(=O)OCC (ethyl acetate). Reaction SMILES: [F:1][C:2]([F:12])([F:11])[C:3](=[O:10])[CH2:4][C:5]([O:7][CH2:8][CH3:9])=[O:6]>C(OCC)(=O)C.O=[Pt]=O>[OH:10][CH:3]([C:2]([F:1])([F:11])[F:12])[CH2:4][C:5]([O:7][CH2:8][CH3:9])=[O:6]. Starting materials: FC(C(CC(=O)OCC)=O)(F)F (ethyl trifluoroacetoacetate). The reagents and catalysts are O=[Pt]=O (PtO2). Yield: 75.6%. The product is OC(CC(=O)OCC)C(F)(F)F (Ethyl 3-hydroxy-4,4,4-trifluorobutyrate). Procedure details: A solution of 19.31 g of ethyl trifluoroacetoacetate (Fairfield Chemical) in 50 ml of ethyl acetate was hydrogenated at atmospheres on a Parr shaker over (0.5 g) PtO2 as a catalyst. The volatiles were removed and the residue distilled under high vacuum to afford 14.75 g (76%) of the title compound as a low melting solid. bp=47°-49° C. at 0.1 mm of Hg, mp (uncorrected)=about 25° C. Reactants: CCO, Cl, Cl, [Na+], [OH-], CCOC(=O)C1CN(Cc2ccccc2)CCN1Cc1ccccc1. The product is O=C(O)C1CN(Cc2ccccc2)CCN1Cc1ccccc1. RXN SMILES: [CH3:30][CH2:31][OH:32].[ClH:1].[ClH:2].[Na+:29].[OH-:28].[c:3]1([CH2:9][N:10]2[CH:11]([C:23](=[O:24])[O:25][CH2:26][CH3:27])[CH2:12][N:13]([CH2:16][c:17]3[cH:18][cH:19][cH:20][cH:21][cH:22]3)[CH2:14][CH2:15]2)[cH:4][cH:5][cH:6][cH:7][cH:8]1>>[c:3]1([CH2:9][N:10]2[CH:11]([C:23](=[O:24])[OH:25])[CH2:12][N:13]([CH2:16][c:17]3[cH:18][cH:19][cH:20][cH:21][cH:22]3)[CH2:14][CH2:15]2)[cH:4][cH:5][cH:6][cH:7][cH:8]1.